This data is from the Open Reaction Database (ORD), a public repository of structured organic reaction records. The task is: describe an organic reaction: reactants, conditions, products, and yield The reactants are CC1([C@@H]([C@@H]1C=C1CCC1)C(=O)Cl)C ((1R,cis) 2,2-dimethyl-3-cyclobutylidenemethyl-cyclopropane-1-carboxylic acid chloride), C1=CC=CC=C1 (benzene), C1=CC=CC=C1 (benzene), C(C)(C)O (isopropanol), N1=CC=CC=C1 (pyridine). Solvent: O (water). Reaction conditions: time 8 hour. Yields the product CC1([C@@H]([C@@H]1C=C1CCC1)C(=O)OC(C)C)C (isopropyl (1R,cis) 2,2-dimethyl-3-cyclobutylidenemethyl-cyclopropane-1-carboxylate). The yield is 55.9%. As a reaction SMILES: [CH3:1][C:2]1([CH3:13])[C@@H:4]([CH:5]=[C:6]2[CH2:9][CH2:8][CH2:7]2)[C@H:3]1[C:10](Cl)=[O:11].C1C=CC=CC=1.[CH:20]([OH:23])([CH3:22])[CH3:21].N1C=CC=CC=1>O>[CH3:1][C:2]1([CH3:13])[C@@H:4]([CH:5]=[C:6]2[CH2:9][CH2:8][CH2:7]2)[C@H:3]1[C:10]([O:23][CH:20]([CH3:22])[CH3:21])=[O:11]. Reported procedure: 8 g of (1R,cis) 2,2-dimethyl-3-cyclobutylidenemethyl-cyclopropane-1-carboxylic acid chloride and 10 ml of benzene were added at 10° C. to a solution of 50 ml of benzene, 4 g of isopropanol and 4 g of pyridine and the reaction mixture was stirred for 8 hours. The mixture was poured into iced water and the decanted organic phase was washed with water, with aqueous sodium bicarbonate solution, with water, with N hydrochloric acid and finally with water. The solution was dried and evaporated to dryn... RXN SMILES: [CH:1]([CH3:2])([CH3:3])[c:4]1[cH:5][cH:6][c:7]([NH:10][C:11](=[O:12])[C:13]2([OH:19])[CH2:14][CH2:15][NH:16][CH2:17][CH2:18]2)[cH:8][cH:9]1.[Cl:29][CH2:30][Cl:31].[F:20][c:21]1[cH:22][cH:23][c:24]([CH2:25][Br:26])[cH:27][cH:28]1>>[CH:1]([CH3:2])([CH3:3])[c:4]1[cH:5][cH:6][c:7]([NH:10][C:11](=[O:12])[C:13]2([OH:19])[CH2:14][CH2:15][N:16]([CH2:25][c:24]3[cH:23][cH:22][c:21]([F:20])[cH:28][cH:27]3)[CH2:17][CH2:18]2)[cH:8][cH:9]1. The product is CC(C)c1ccc(NC(=O)C2(O)CCN(Cc3ccc(F)cc3)CC2)cc1. Starting materials: CC(C)c1ccc(NC(=O)C2(O)CCNCC2)cc1, ClCCl, Fc1ccc(CBr)cc1. Reactants: O=C(Cl)C(=O)Cl, CCCCCSc1nc2ccc(S(=O)(=O)NC(C)C(=O)O)cc2s1, ClCCl, CN(C)C=O. Yields the product CCCCCSc1nc2ccc(S(=O)(=O)NC(C)C(=O)Cl)cc2s1. Reaction SMILES: [C:25]([Cl:26])(=[O:27])[C:29]([Cl:28])=[O:30].[CH2:1]([CH2:2][CH2:3][CH2:4][CH3:5])[S:6][c:7]1[s:8][c:9]2[c:10]([n:11]1)[cH:12][cH:13][c:14]([S:16](=[O:17])(=[O:18])[NH:19][CH:20]([C:21](=[O:22])[OH:23])[CH3:24])[cH:15]2.[Cl:36][CH2:37][Cl:38].[O:31]=[CH:32][N:33]([CH3:34])[CH3:35]>>[CH2:1]([CH2:2][CH2:3][CH2:4][CH3:5])[S:6][c:7]1[s:8][c:9]2[c:10]([n:11]1)[cH:12][cH:13][c:14]([S:16](=[O:17])(=[O:18])[NH:19][CH:20]([C:21](=[O:22])[Cl:28])[CH3:24])[cH:15]2. Reactants: CCOC(C)=O, C1CCCCC1, COc1cc2c(-c3cc4cccnc4n3S(=O)(=O)c3ccc(C)cc3)cn(C)c2cc1O, CN(C)C=O, CCOC(C)=O, ClCCBr, [H-], [Na+], O. Product: COc1cc2c(-c3cc4cccnc4n3S(=O)(=O)c3ccc(C)cc3)cn(C)c2cc1OCCCl. As a reaction SMILES: [C:39]([O:40][CH2:41][CH3:42])(=[O:43])[CH3:44].[CH2:45]1[CH2:46][CH2:47][CH2:48][CH2:49][CH2:50]1.[CH3:1][O:2][c:3]1[cH:4][c:5]2[c:6](-[c:14]3[cH:15][c:16]4[c:17]([n:18][cH:19][cH:20][cH:21]4)[n:22]3[S:23](=[O:24])(=[O:25])[c:26]3[cH:27][cH:28][c:29]([CH3:32])[cH:30][cH:31]3)[cH:7][n:8]([CH3:13])[c:9]2[cH:10][c:11]1[OH:12].[CH3:51][N:52]([CH3:53])[CH:54]=[O:55].[CH3:57][CH2:58][O:59][C:60](=[O:61])[CH3:62].[Cl:35][CH2:36][CH2:37][Br:38].[H-:33].[Na+:34].[OH2:56]>>[CH3:1][O:2][c:3]1[cH:4][c:5]2[c:6](-[c:14]3[cH:15][c:16]4[c:17]([n:18][cH:19][cH:20][cH:21]4)[n:22]3[S:23](=[O:24])(=[O:25])[c:26]3[cH:27][cH:28][c:29]([CH3:32])[cH:30][cH:31]3)[cH:7][n:8]([CH3:13])[c:9]2[cH:10][c:11]1[O:12][CH2:37][CH2:36][Cl:35]. Starting materials: C(C)(=O)C1=CC=C(OCC(=O)N(CC)CC)C=C1 (2-(4-acetylphenoxy)-N,N-diethylacetamide), ( 1 ), C(CN)N (ethylenediamine). Solvent: C(C)(=O)O (acetic acid). The product is NCCNC(C)C1=CC=C(OCC(=O)N(CC)CC)C=C1 (2-[4-[1-(2-aminoethylamino)ethyl]phenoxy]-N,N-diethylacetamide). As a reaction SMILES: [C:1]([C:4]1[CH:18]=[CH:17][C:7]([O:8][CH2:9][C:10]([N:12]([CH2:15][CH3:16])[CH2:13][CH3:14])=[O:11])=[CH:6][CH:5]=1)(=O)[CH3:2].[CH2:19]([NH2:22])[CH2:20][NH2:21]>C(O)(=O)C>[NH2:21][CH2:20][CH2:19][NH:22][CH:1]([C:4]1[CH:18]=[CH:17][C:7]([O:8][CH2:9][C:10]([N:12]([CH2:15][CH3:16])[CH2:13][CH3:14])=[O:11])=[CH:6][CH:5]=1)[CH3:2]. Reported procedure: By using 2-(4-acetylphenoxy)-N,N-diethylacetamide (250 mg), ethylenediamine (400 μl) and acetic acid (700 μl) as starting materials, the title compound (52.9 mg) was obtained in the same manner as that of Reference Example 64, (1). The reactants are C1(CCCC1)C[C@@H](C(=O)N1N(CC[C@H]1C(=O)NC1=NC=CC=C1C)C(=O)OCC1=CC=CC=C1)CN(OCC1=CC=CC=C1)C=O (phenylmethyl (3S)-2-[(2R)-3-cyclopentyl-2-({formyl[(phenylmethyl)oxy]amino}methyl)propanoyl]-3-{[(3-methyl-2-pyridinyl)amino]carbonyl}-1-pyrazolidinecarboxylate). Reagents/catalysts: [OH-].[OH-].[Pd+2] (palladium hydroxide on carbon). Run in CO (methanol). Reaction conditions: time 15 minute. Yields the product C1(CCCC1)C[C@@H](C(=O)N1NCC[C@H]1C(=O)NC1=NC=CC=C1C)CN(O)C=O ((3S)-2-((2R)-3-cyclopentyl-2-{[formyl(hydroxy)amino]methyl}propanoyl)-N-(3-methyl-2-pyridinyl)-3-pyrazolidinecarboxamide). The yield is 36.8%. RXN SMILES: [CH:1]1([CH2:6][C@H:7]([CH2:35][N:36]([CH:45]=[O:46])[O:37]CC2C=CC=CC=2)[C:8]([N:10]2[C@H:14]([C:15]([NH:17][C:18]3[C:23]([CH3:24])=[CH:22][CH:21]=[CH:20][N:19]=3)=[O:16])[CH2:13][CH2:12][N:11]2C(OCC2C=CC=CC=2)=O)=[O:9])[CH2:5][CH2:4][CH2:3][CH2:2]1>CO.[OH-].[OH-].[Pd+2]>[CH:1]1([CH2:6][C@H:7]([CH2:35][N:36]([CH:45]=[O:46])[OH:37])[C:8]([N:10]2[C@H:14]([C:15]([NH:17][C:18]3[C:23]([CH3:24])=[CH:22][CH:21]=[CH:20][N:19]=3)=[O:16])[CH2:13][CH2:12][NH:11]2)=[O:9])[CH2:2][CH2:3][CH2:4][CH2:5]1 |f:2.3.4|. Reported procedure: To a solution of phenylmethyl (3S)-2-[(2R)-3-cyclopentyl-2-({formyl[(phenylmethyl)oxy]amino}methyl)propanoyl]-3-{[(3-methyl-2-pyridinyl)amino]carbonyl}-1-pyrazolidinecarboxylate (179 mg, 0.285 mmol) in methanol (6 ml) was added 20% palladium hydroxide on carbon (72 mg, 0.285 mmol). The mixture was hydrogenated under balloon pressure for 1 h 15 min and then filtered. The mixture was purified by reverse-phase HPLC to yield (3S)-2-((2R)-3-cyclopentyl-2-{[formyl(hydroxy)amino]methyl}propanoyl)-N-(3-... As a reaction SMILES: C([O:3][C:4](=[O:14])[C:5]([C:7]1[CH:11]=[C:10]([Cl:12])[S:9][C:8]=1[Cl:13])=[O:6])C.[OH-].[Na+].Cl>O>[Cl:13][C:8]1[S:9][C:10]([Cl:12])=[CH:11][C:7]=1[C:5](=[O:6])[C:4]([OH:14])=[O:3] |f:1.2|. Procedure: (2,5-Dichlorothiophen-3-yl)-oxo-acetic acid ethyl ester (4.51 g, 17.8 mmol) was stirred in a mixture of 100 ml water and 10 N NaOH (10 ml, 100 mmol) at room temperature for 20 hours. The reaction mixture was then acidified with 3N HCl, and extracted with ethyl acetate (3×50 ml). The combined ethyl acetate extracts were dried over Na2SO4 and concentrated under vacuum to provide (2,5-dichlorothiophen-3-yl)-oxo-acetic acid (3.90 g, 97%). MS (M−H)−: 223.02; 1H NMR (300 MHz, DMSO-d6) δ7.54 (s). Starting materials: C(C)OC(C(=O)C1=C(SC(=C1)Cl)Cl)=O ((2,5-Dichlorothiophen-3-yl)-oxo-acetic acid ethyl ester), [OH-].[Na+] (NaOH), Cl (HCl). Yields the product ClC=1SC(=CC1C(C(=O)O)=O)Cl ((2,5-dichlorothiophen-3-yl)-oxo-acetic acid). Yield: 97.4%. Run in O (water). The product is C(C)(C)(C)OC(=O)COCCN(C(=O)C1=C(N(N(C1=O)C1=CC=C(C=C1)C#N)C)C1=CC=C(C=C1)C(C)(C)C)C (4-(N-t-butyloxycarbonylmethyloxyethyl-N-methylaminocarbonyl)-3-(4-t-butylphenyl)-1-(4-cyanophenyl)-2-methyl-2H-pyrazol-5-one). Isolated yield 39.6%. Reaction SMILES: [C:1]([C:5]1[CH:10]=[CH:9][C:8]([C:11]2[N:12]([CH3:32])[N:13]([C:24]3[CH:29]=[CH:28][C:27]([C:30]#[N:31])=[CH:26][CH:25]=3)[C:14](=[O:23])[C:15]=2[C:16]([N:18]([CH2:20][CH2:21][OH:22])[CH3:19])=[O:17])=[CH:7][CH:6]=1)([CH3:4])([CH3:3])[CH3:2].Br[CH2:34][C:35]([O:37][C:38]([CH3:41])([CH3:40])[CH3:39])=[O:36].[H-].[Na+].[Cl-].[NH4+]>O1CCCC1>[C:38]([O:37][C:35]([CH2:34][O:22][CH2:21][CH2:20][N:18]([CH3:19])[C:16]([C:15]1[C:14](=[O:23])[N:13]([C:24]2[CH:29]=[CH:28][C:27]([C:30]#[N:31])=[CH:26][CH:25]=2)[N:12]([CH3:32])[C:11]=1[C:8]1[CH:7]=[CH:6][C:5]([C:1]([CH3:4])([CH3:2])[CH3:3])=[CH:10][CH:9]=1)=[O:17])=[O:36])([CH3:41])([CH3:40])[CH3:39] |f:2.3,4.5|. Run in O1CCCC1 (tetrahydrofuran). The reactants are C(C)(C)(C)C1=CC=C(C=C1)C=1N(N(C(C1C(=O)N(C)CCO)=O)C1=CC=C(C=C1)C#N)C (3-(4-t-butylphenyl)-1-(4-cyanophenyl)-4-(N-hydroxyethyl-N-methyl-aminocarbonyl)-2-methyl-2H-pyrazol-5-one), BrCC(=O)OC(C)(C)C (t-butyl bromoacetate), [H-].[Na+] (sodium hydride), [Cl-].[NH4+] (ammonium chloride). Reported procedure: To a mixture of 200 mg of 3-(4-t-butylphenyl)-1-(4-cyanophenyl)-4-(N-hydroxyethyl-N-methyl-aminocarbonyl)-2-methyl-2H-pyrazol-5-one, 4 ml of tetrahydrofuran and 108 mg of t-butyl bromoacetate, 12.2 mg of sodium hydride was added at 0° C., and the resulting reaction solution was refluxed under heating for 3 days. After the reaction solution was cooled to room temperature, saturated aqueous ammonium chloride was added, and the reaction solution was extracted with chloroform. The extract was washed... Reaction SMILES: [C:1]([CH3:2])(=[O:3])[N:4]([c:5]1[c:6]([O:11][c:12]2[cH:13][cH:14][cH:15][cH:16][cH:17]2)[cH:7][cH:8][cH:9][cH:10]1)[CH2:18][c:19]1[c:20]([CH:25]2[O:26][CH2:29][CH2:28][O:27]2)[cH:21][cH:22][cH:23][cH:24]1.[C:42](=[O:43])([OH:44])[O-:45].[CH3:47][C:48](=[O:49])[CH3:50].[Na+:46].[OH2:30].[c:31]1([CH3:32])[cH:33][cH:34][c:35]([S:36]([OH:37])(=[O:38])=[O:39])[cH:40][cH:41]1>>[C:1]([CH3:2])(=[O:3])[N:4]([c:5]1[c:6]([O:11][c:12]2[cH:13][cH:14][cH:15][cH:16][cH:17]2)[cH:7][cH:8][cH:9][cH:10]1)[CH2:18][c:19]1[c:20]([CH:25]=[O:26])[cH:21][cH:22][cH:23][cH:24]1. Product: CC(=O)N(Cc1ccccc1C=O)c1ccccc1Oc1ccccc1. Reactants: CC(=O)N(Cc1ccccc1C1OCCO1)c1ccccc1Oc1ccccc1, O=C([O-])O, CC(C)=O, [Na+], O, Cc1ccc(S(=O)(=O)O)cc1.